Dataset: the Open Reaction Database (ORD), a public repository of structured organic reaction records. Task: describe an organic reaction: reactants, conditions, products, and yield Reactants: C(C=C)C1=C(C=O)C=C(C(=C1)OC)OC (allyl-4,5-dimethoxybenzaldehyde), C(CC(=O)OCC(CCCC)CC)(=O)OCC(CCCC)CC (di-(2-ethylhexyl) malonate), C1(=CC=CC=C1)C (toluene), N1CCCCC1 (piperidine). Solvent: C(C)(=O)O (acetic acid). Yields the product C(C=C)C=1C=C(C=C(C(=O)OCC(CCCC)CC)C(=O)OCC(CCCC)CC)C=C(C1OC)OC (di-(2-ethylhexyl) 3-allyl-4,5-dimethoxybenzalmalonate). Yield: 64.0%. Reaction SMILES: C([C:4]1[CH:11]=[C:10]([O:12][CH3:13])[C:9]([O:14][CH3:15])=[CH:8][C:5]=1[CH:6]=O)C=C.[C:16]([O:30][CH2:31][CH:32]([CH2:37][CH3:38])[CH2:33][CH2:34][CH2:35][CH3:36])(=[O:29])[CH2:17][C:18]([O:20][CH2:21][CH:22]([CH2:27][CH3:28])[CH2:23][CH2:24][CH2:25][CH3:26])=[O:19].[C:39]1(C)[CH:44]=CC=C[CH:40]=1.N1CCCCC1>C(O)(=O)C>[CH2:44]([C:11]1[CH:4]=[C:5]([CH:8]=[C:9]([O:14][CH3:15])[C:10]=1[O:12][CH3:13])[CH:6]=[C:17]([C:18]([O:20][CH2:21][CH:22]([CH2:27][CH3:28])[CH2:23][CH2:24][CH2:25][CH3:26])=[O:19])[C:16]([O:30][CH2:31][CH:32]([CH2:37][CH3:38])[CH2:33][CH2:34][CH2:35][CH3:36])=[O:29])[CH:39]=[CH2:40]. Procedure: A mixture of 3™allyl-4,5-dimethoxybenzaldehyde (10.3 g, 0.05 moles), di-(2-ethylhexyl) malonate (16.4 g, 0.05 moles), toluene (20 ml), acetic acid (0.41 ml) and piperidine (0.77 ml) is heated to reflux using a Dean Stark. After cooling, washing the toluene phase with water, drying and evaporation of the solvent, an orange-coloured oil is obtained, which is purified by chromatography on a column of silica 60 (eluent: 90:10 heptane/ethyl acetate) to give di-(2-ethylhexyl) 3-allyl-4,5-dimethoxybenz... The reactants are [OH-].[Na+] (caustic soda), [Cl-].[Na+] (sodium chloride), S(=O)(=O)([O-])[O-] (sulfate). Yields the product [OH-].[Na+] (caustic soda), [Cl-].[Na+] (sodium chloride), S(=O)(=O)([O-])[O-].[Na+].[Na+] (sodium sulfate). Reaction SMILES: [OH-].[Na+:2].[Cl-:3].[Na+].[S:5]([O-:9])([O-:8])(=[O:7])=[O:6]>>[OH-:6].[Na+:2].[Cl-:3].[Na+:2].[S:5]([O-:9])([O-:8])(=[O:7])=[O:6].[Na+:2].[Na+:2] |f:0.1,2.3,5.6,7.8,9.10.11|. Reported procedure: A method of obtaining caustic soda and pure sodium chloride from an electrolytic cell liquor containing also sulfate ions including the steps of concentrating the liquor through multiple effect evaporation, cooling the concentrate obtained, separating the sodium chloride and the salt containing sulfate and recovering the caustic soda, whereby during a first stage the liquor is evaporated so as to precipitate only sodium chloride which is removed, in a second stage a solid phase is formed of sodi... Starting materials: N#Cc1c(-c2ccccc2)c2ccccc2oc1=N, CO, Cl. Product: N#Cc1c(-c2ccccc2)c2ccccc2oc1=O. As a reaction SMILES: [C:1](#[N:2])[c:3]1[c:4](=[NH:19])[o:5][c:6]2[cH:7][cH:8][cH:9][cH:10][c:11]2[c:12]1-[c:13]1[cH:14][cH:15][cH:16][cH:17][cH:18]1.[CH3:21][OH:22].[ClH:20]>>[C:1](#[N:2])[c:3]1[c:4](=[O:22])[o:5][c:6]2[cH:7][cH:8][cH:9][cH:10][c:11]2[c:12]1-[c:13]1[cH:14][cH:15][cH:16][cH:17][cH:18]1. Reactants: C(C)OC(C(CC1CCCC1)C1=CC=C(C=C1)S(=O)(=O)CCCC)=O (2-[4-(butane-1-sulfonyl)-phenyl]-3-cyclopentyl-propionic acid ethyl ester), CO (methanol), CNC(=O)N (methyl urea). The solvent is C[O-].[Mg+2].C[O-] (magnesium methoxide). Conditions: temperature 110 celsius. Yields the product hexanes ethyl acetate, C(CCC)S(=O)(=O)C1=CC=C(C=C1)C(C(=O)NC(=O)NC)CC1CCCC1 (1-{2-[4-(butane-1-sulfonyl)-phenyl]-3-cyclopentyl-propionyl}-3-methyl-urea). Yield: 46.1%. As a reaction SMILES: C(O[C:4](=[O:25])[CH:5]([C:12]1[CH:17]=[CH:16][C:15]([S:18]([CH2:21][CH2:22][CH2:23][CH3:24])(=[O:20])=[O:19])=[CH:14][CH:13]=1)[CH2:6][CH:7]1[CH2:11][CH2:10][CH2:9][CH2:8]1)C.CO.[CH3:28][NH:29][C:30]([NH2:32])=[O:31]>C[O-].[Mg+2].C[O-]>[CH2:21]([S:18]([C:15]1[CH:14]=[CH:13][C:12]([CH:5]([CH2:6][CH:7]2[CH2:11][CH2:10][CH2:9][CH2:8]2)[C:4]([NH:32][C:30]([NH:29][CH3:28])=[O:31])=[O:25])=[CH:17][CH:16]=1)(=[O:19])=[O:20])[CH2:22][CH2:23][CH3:24] |f:3.4.5|. Procedure details: A solution of 2-[4-(butane-1-sulfonyl)-phenyl]-3-cyclopentyl-propionic acid ethyl ester (125.3 mg, 0.34 mmol) in magnesium methoxide in methanol (7.4 wt %, 0.98 mL, 0.68 mmol) was treated with methyl urea (38 mg, 0.51 mmol). This mixture was refluxed at 110° C. for 12 h. The reaction mixture was then concentrated in vacuo. Flash chromatography (Merck Silica gel 60, 230-400 mesh, 50/50 hexanes/ethyl acetate) afforded 1-{2-[4-(butane-1-sulfonyl)-phenyl]-3-cyclopentyl-propionyl}-3-methyl-urea (61.8... The reactants are CC=1CS(=O)(=O)CC1 (3-methyl-3-sulfolene), CC=1CS(=O)(=O)CC1 (3-methyl-3-sulfolene), [OH-].[Na+] (sodium hydroxide), quaternary ammonium salt, C(Cl)(Cl)Cl (chloroform). Product: CC=1C=CCS(C1)(=O)=O (5-Methyl-2H-thiopyran-1,1-dioxide), dichlorocarbene. As a reaction SMILES: [CH3:1][C:2]1[CH2:3][S:4]([CH2:7][CH:8]=1)(=[O:6])=[O:5].[OH-].[Na+].[CH:11](Cl)(Cl)Cl>>[CH3:11][C:2]1[CH:1]=[CH:8][CH2:7][S:4](=[O:5])(=[O:6])[CH:3]=1 |f:1.2|. Reported procedure: 5-Methyl-2H-thiopyran-1,1-dioxide is prepared in three steps from 3-methyl-3-sulfolene using the method of Gaoni, J. Org. Chem., 46 (1981) 4502. Thus, 3-methyl-3-sulfolene is first reacted with chloroform and aqueous sodium hydroxide in the presence of a quaternary ammonium salt to give the dichlorocarbene adduct. Partial dehalogenation with lithium aluminum hydride in tetrahydrofuran gives the chlorocyclopropane. Finally, base-catalyzed ring expansion with lithium diisopropylamide gives the des... Procedure details: [5-(4-Methanesulfonyl-phenyl)-[1,2,4]triazolo[1,5-a]pyridin-2-yl]-(4-methoxy-phenyl)-amine was prepared from 5-(4-methanesulfonyl-phenyl)-[1,2,4]triazolo[1,5-a]pyridin-2-ylamine (115 mg, 0.40 mmol) and p-bromoanisole (82 mg, 0.44 mmol) in a manner analogous to Example 77 to yield [5-(4-methanesulfonyl-phenyl)-[1,2,4]triazolo[1,5-a]pyridin-2-yl]-(4-methoxy-phenyl)-amine (17 mg, 11%) as a yellow powder following purification on a 12 g Isco silica gel column using methanol in dichloromethane (0-10%... Yield: 10.8%. The reactants are CS(=O)(=O)C1=CC=C(C=C1)C1=CC=CC=2N1N=C(N2)N (5-(4-methanesulfonyl-phenyl)-[1,2,4]triazolo[1,5-a]pyridin-2-ylamine), BrC1=CC=C(C=C1)OC (p-bromoanisole). Product: CS(=O)(=O)C1=CC=C(C=C1)C1=CC=CC=2N1N=C(N2)NC2=CC=C(C=C2)OC ([5-(4-methanesulfonyl-phenyl)-[1,2,4]triazolo[1,5-a]pyridin-2-yl]-(4-methoxy-phenyl)-amine). RXN SMILES: [CH3:1][S:2]([C:5]1[CH:10]=[CH:9][C:8]([C:11]2[N:16]3[N:17]=[C:18]([NH2:20])[N:19]=[C:15]3[CH:14]=[CH:13][CH:12]=2)=[CH:7][CH:6]=1)(=[O:4])=[O:3].Br[C:22]1[CH:27]=[CH:26][C:25]([O:28][CH3:29])=[CH:24][CH:23]=1>>[CH3:1][S:2]([C:5]1[CH:10]=[CH:9][C:8]([C:11]2[N:16]3[N:17]=[C:18]([NH:20][C:22]4[CH:27]=[CH:26][C:25]([O:28][CH3:29])=[CH:24][CH:23]=4)[N:19]=[C:15]3[CH:14]=[CH:13][CH:12]=2)=[CH:7][CH:6]=1)(=[O:3])=[O:4]. The reactants are FC(OC1=CC=C(C=C1)C1=NSC(O1)=O)(F)F (5-(4-trifluoromethoxyphenyl)-[1,3,4]oxathiazol-2-one), C(#N)C(=O)OCC (ethyl cyanoformate). Run in CCCCCCCCCCCC (n-dodecane). Conditions: temperature 150 celsius. The product is C(C)OC(=O)C1=NC(=NS1)C1=CC=C(C=C1)OC(F)(F)F (3-(4-Trifluoromethoxyphenyl)-[1,2,4]thiadiazole-5-carboxylic acid ethyl ester). The yield is 12.3%. Reaction SMILES: [F:1][C:2]([F:17])([F:16])[O:3][C:4]1[CH:9]=[CH:8][C:7]([C:10]2OC(=O)[S:12][N:11]=2)=[CH:6][CH:5]=1.[C:18]([C:20]([O:22][CH2:23][CH3:24])=[O:21])#[N:19]>CCCCCCCCCCCC>[CH2:23]([O:22][C:20]([C:18]1[S:12][N:11]=[C:10]([C:7]2[CH:6]=[CH:5][C:4]([O:3][C:2]([F:16])([F:1])[F:17])=[CH:9][CH:8]=2)[N:19]=1)=[O:21])[CH3:24]. Procedure details: To a solution of 5-(4-trifluoromethoxyphenyl)-[1,3,4]oxathiazol-2-one (0.74 g, 2.81 mmol) in n-dodecane (0.50 ml) was added ethyl cyanoformate (1.10 ml, 11.24 mmol). The resulting reaction mixture was refluxed for 24 h at 150° C. After the completion of the reaction (TLC monitoring), added ice-cold water and extracted with ethyl acetate (3×50 ml). The combined organic layer was dried over Na2SO4, filtered and concentrated under vacuum. The crude residue was purified over silica gel (100-200 M, 2... Starting materials: BrCCCCBr, Nc1ccc(OC23CC4CC(CC(C4)C2)C3)c(Cl)c1, O=C([O-])[O-], CCO, [K+], [K+]. Product: Clc1cc(N2CCCC2)ccc1OC12CC3CC(CC(C3)C1)C2. RXN SMILES: [Br:20][CH2:21][CH2:22][CH2:23][CH2:24][Br:25].[C:1]12([O:11][c:12]3[c:13]([Cl:19])[cH:14][c:15]([NH2:16])[cH:17][cH:18]3)[CH2:2][CH:3]3[CH2:4][CH:5]([CH2:6][CH:7]([CH2:8]1)[CH2:9]3)[CH2:10]2.[C:26](=[O:27])([O-:28])[O-:29].[CH3:32][CH2:33][OH:34].[K+:30].[K+:31]>>[C:1]12([O:11][c:12]3[c:13]([Cl:19])[cH:14][c:15]([N:16]4[CH2:21][CH2:22][CH2:23][CH2:24]4)[cH:17][cH:18]3)[CH2:2][CH:3]3[CH2:4][CH:5]([CH2:6][CH:7]([CH2:8]1)[CH2:9]3)[CH2:10]2. Reactants: OCCC1=CC=C(OCCOCC=2C=C(C#N)C=CC2)C=C1 (3-({2-[4-(2-hydroxyethyl)phenoxy]ethoxy}methyl)benzonitrile), C(C)(C)N(CC)C(C)C (diisopropylethylamine), CS(=O)(=O)Cl (methanesulphonyl chloride). The solvent is ClCCl (dichloromethane). Run at time 2 hour. Product: CS(=O)(=O)OCCC1=CC=C(C=C1)OCCOCC1=CC(=CC=C1)C#N (2-(4-{2-[(3-Cyanobenzyl)oxy]ethoxy}phenyl)ethyl methanesulfonate). RXN SMILES: [OH:1][CH2:2][CH2:3][C:4]1[CH:22]=[CH:21][C:7]([O:8][CH2:9][CH2:10][O:11][CH2:12][C:13]2[CH:14]=[C:15]([CH:18]=[CH:19][CH:20]=2)[C:16]#[N:17])=[CH:6][CH:5]=1.C(N(C(C)C)CC)(C)C.[CH3:32][S:33](Cl)(=[O:35])=[O:34]>ClCCl>[CH3:32][S:33]([O:1][CH2:2][CH2:3][C:4]1[CH:5]=[CH:6][C:7]([O:8][CH2:9][CH2:10][O:11][CH2:12][C:13]2[CH:20]=[CH:19][CH:18]=[C:15]([C:16]#[N:17])[CH:14]=2)=[CH:21][CH:22]=1)(=[O:35])=[O:34]. Procedure: To a solution of 3-({2-[4-(2-hydroxyethyl)phenoxy]ethoxy}methyl)benzonitrile (5.04 g) and diisopropylethylamine (5.94 ml) in dichloromethane (50 ml) at 0° C. was added methanesulphonyl chloride (1.58 ml) dropwise and the mixture allowed to stir for 2 h. The resultant mixture was partitioned between dichloromethane and saturated sodium hydrogen carbonate. The organic phase was dried (MgSO4) and concentrated in vacuo to give the title compound (6.02 g). LCMS RT=3.22 min. Starting materials: C(CC1=CC=CC=C1)C1=CC=C(C=C1)C(C)=O (4'-phenethylacetophenone), C(=O)[O-].[NH4+] (ammonium formate), Cl (HCl). Run in O (water). Product: Cl.CC(C1=CC=C(C=C1)CCC1=CC=CC=C1)N (α-Methyl-ρ-phenethylbenzylamine hydrochloride). Isolated yield 73.0%. As a reaction SMILES: [CH2:1]([C:9]1[CH:14]=[CH:13][C:12]([C:15](=O)[CH3:16])=[CH:11][CH:10]=1)[CH2:2][C:3]1[CH:8]=[CH:7][CH:6]=[CH:5][CH:4]=1.C([O-])=O.[NH4+:21].[ClH:22]>O>[ClH:22].[CH3:16][CH:15]([NH2:21])[C:12]1[CH:13]=[CH:14][C:9]([CH2:1][CH2:2][C:3]2[CH:8]=[CH:7][CH:6]=[CH:5][CH:4]=2)=[CH:10][CH:11]=1 |f:1.2,5.6|. Reported procedure: A mixture of 87.5 g (0.39 mole) of 4'-phenethylacetophenone, M.P. 67°-70° C., prepared according to R. E. Lutz et al., J. Org. Chem. 12, 617 (1947), and 98.5 g (1.56 mole) of ammonium formate is slowly heated to 150° C. with stirring. After the initial foaming has subsided the temperature of the heating bath is raised to 185°-190° C. for a period of 4 hours. Upon cooling, the mixture is treated with several portions of water. To the residue is added 75 ml of concentrated HCl. The mixture is refl...